Task: describe an organic reaction: reactants, conditions, products, and yield. Dataset: the Open Reaction Database (ORD), a public repository of structured organic reaction records The product is ClC=1C(=NC=CC1)CCCCNC=1NC=C(C(N1)=O)C(O)C1=CC=NC=C1 (2-[[4-(3-Chloro-2-pyridyl)butyl]amino]-5-[(4-pyridyl)hydroxymethyl]-4-(1H)-pyrimidinone). Solvent: Cl (hydrochloric acid). The reactants are ClC=1C(=NC=CC1)CCCCNC=1NC=CC(N1)=O (2-[[4-(3-Chloro-2-pyridyl)butyl]amino]-4-(1H)-pyrimidinone), N1=CC=C(C=C1)C=O (pyridine 4-aldehyde). Reported procedure: 2-[[4-(3-Chloro-2-pyridyl)butyl]amino]-4-(1H)-pyrimidinone (1.37 g) and pyridine 4-aldehyde (0.52 g) were refluxed in concentrated hydrochloric acid (5 ml) for 24 hours. The reaction mixture was evaporated under reduced pressure to afford an oil which was partitioned between chloroform (25 ml) and water (25 ml) with the addition of sodium hydroxide to take the aqueous layer to pH 6.5. The aqueous layer was washed with more chloroform (25 ml) and the combined chloroform extracts were dried (MgSO4... RXN SMILES: [Cl:1][C:2]1[C:3]([CH2:8][CH2:9][CH2:10][CH2:11][NH:12][C:13]2[NH:14][CH:15]=[CH:16][C:17](=[O:19])[N:18]=2)=[N:4][CH:5]=[CH:6][CH:7]=1.[N:20]1[CH:25]=[CH:24][C:23]([CH:26]=[O:27])=[CH:22][CH:21]=1>Cl>[Cl:1][C:2]1[C:3]([CH2:8][CH2:9][CH2:10][CH2:11][NH:12][C:13]2[NH:14][CH:15]=[C:16]([CH:26]([C:23]3[CH:24]=[CH:25][N:20]=[CH:21][CH:22]=3)[OH:27])[C:17](=[O:19])[N:18]=2)=[N:4][CH:5]=[CH:6][CH:7]=1. Yield: 80.1%. Starting materials: CN1C2=C(NC=N2)C(=O)N(C1=O)C.CN1C2=C(NC=N2)C(=O)N(C1=O)C.C(CN)N (Aminophylline), N1(C)C(=O)N(C)C=2N=CNC2C1=O (theophylline), C(CN)N (ethylenediamine), CN1C2=C(NC=N2)C(=O)N(C1=O)C.CN1C2=C(NC=N2)C(=O)N(C1=O)C.C(CN)N (aminophylline), C1=C(C=C(C(=C1O)O)O)C(=O)OC=2C=C(C=C(C2O)O)C(=O)OC[C@@H]3[C@H]([C@@H]([C@H]([C@@H](O3)OC(=O)C=4C=C(C(=C(C4)OC(=O)C=5C=C(C(=C(C5)O)O)O)O)O)OC(=O)C=6C=C(C(=C(C6)OC(=O)C=7C=C(C(=C(C7)O)O)O)O)O)OC(=O)C=8C=C(C(=C(C8)OC(=O)C=9C=C(C(=C(C9)O)O)O)O)O)OC(=O)C=1C=C(C(=C(C1)OC(=O)C=1C=C(C(=C(C1)O)O)O)O)O (tannic acid). Product: CN1C2=C(NC=N2)C(=O)N(C1=O)C.CN1C2=C(NC=N2)C(=O)N(C1=O)C.C(CN)N.C1=C(C=C(C(=C1O)O)O)C(=O)OC=2C=C(C=C(C2O)O)C(=O)OC[C@@H]3[C@H]([C@@H]([C@H]([C@@H](O3)OC(=O)C=4C=C(C(=C(C4)OC(=O)C=5C=C(C(=C(C5)O)O)O)O)O)OC(=O)C=6C=C(C(=C(C6)OC(=O)C=7C=C(C(=C(C7)O)O)O)O)O)OC(=O)C=8C=C(C(=C(C8)OC(=O)C=9C=C(C(=C(C9)O)O)O)O)O)OC(=O)C=1C=C(C(=C(C1)OC(=O)C=1C=C(C(=C(C1)O)O)O)O)O (aminophylline tannic acid). As a reaction SMILES: [CH3:1][N:2]1[C:11](=[O:12])[N:10]([CH3:13])[C:8](=[O:9])[C:4]2[NH:5][CH:6]=[N:7][C:3]1=2.[CH3:14][N:15]1[C:24](=[O:25])[N:23]([CH3:26])[C:21](=[O:22])[C:17]2[NH:18][CH:19]=[N:20][C:16]1=2.[CH2:27]([NH2:30])[CH2:28][NH2:29].N1(C(=O)C2NC=NC=2N(C)C1=O)C.C(N)CN.[CH:48]1[C:53]([OH:54])=[C:52]([OH:55])[C:51]([OH:56])=[CH:50][C:49]=1[C:57]([O:59][C:60]1[CH:61]=[C:62]([C:68]([O:70][CH2:71][C@H:72]2[O:77][C@@H:76]([O:78][C:79]([C:81]3[CH:82]=[C:83]([OH:100])[C:84]([OH:99])=[C:85]([O:87][C:88]([C:90]4[CH:91]=[C:92]([OH:98])[C:93]([OH:97])=[C:94]([OH:96])[CH:95]=4)=[O:89])[CH:86]=3)=[O:80])[C@H:75]([O:101][C:102]([C:104]3[CH:105]=[C:106]([OH:123])[C:107]([OH:122])=[C:108]([O:110][C:111]([C:113]4[CH:114]=[C:115]([OH:121])[C:116]([OH:120])=[C:117]([OH:119])[CH:118]=4)=[O:112])[CH:109]=3)=[O:103])[C@@H:74]([O:124][C:125]([C:127]3[CH:128]=[C:129]([OH:146])[C:130]([OH:145])=[C:131]([O:133][C:134]([C:136]4[CH:137]=[C:138]([OH:144])[C:139]([OH:143])=[C:140]([OH:142])[CH:141]=4)=[O:135])[CH:132]=3)=[O:126])[C@@H:73]2[O:147][C:148]([C:150]2[CH:151]=[C:152]([OH:169])[C:153]([OH:168])=[C:154]([O:156][C:157]([C:159]3[CH:160]=[C:161]([OH:167])[C:162]([OH:166])=[C:163]([OH:165])[CH:164]=3)=[O:158])[CH:155]=2)=[O:149])=[O:69])[CH:63]=[C:64]([OH:67])[C:65]=1[OH:66])=[O:58]>>[CH3:1][N:2]1[C:11](=[O:12])[N:10]([CH3:13])[C:8](=[O:9])[C:4]2[NH:5][CH:6]=[N:7][C:3]1=2.[CH3:14][N:15]1[C:24](=[O:25])[N:23]([CH3:26])[C:21](=[O:22])[C:17]2[NH:18][CH:19]=[N:20][C:16]1=2.[CH2:27]([NH2:30])[CH2:28][NH2:29].[CH:48]1[C:53]([OH:54])=[C:52]([OH:55])[C:51]([OH:56])=[CH:50][C:49]=1[C:57]([O:59][C:60]1[CH:61]=[C:62]([C:68]([O:70][CH2:71][C@H:72]2[O:77][C@@H:76]([O:78][C:79]([C:81]3[CH:82]=[C:83]([OH:100])[C:84]([OH:99])=[C:85]([O:87][C:88]([C:90]4[CH:91]=[C:92]([OH:98])[C:93]([OH:97])=[C:94]([OH:96])[CH:95]=4)=[O:89])[CH:86]=3)=[O:80])[C@H:75]([O:101][C:102]([C:104]3[CH:105]=[C:106]([OH:123])[C:107]([OH:122])=[C:108]([O:110][C:111]([C:113]4[CH:114]=[C:115]([OH:121])[C:116]([OH:120])=[C:117]([OH:119])[CH:118]=4)=[O:112])[CH:109]=3)=[O:103])[C@@H:74]([O:124][C:125]([C:127]3[CH:128]=[C:129]([OH:146])[C:130]([OH:145])=[C:131]([O:133][C:134]([C:136]4[CH:141]=[C:140]([OH:142])[C:139]([OH:143])=[C:138]([OH:144])[CH:137]=4)=[O:135])[CH:132]=3)=[O:126])[C@@H:73]2[O:147][C:148]([C:150]2[CH:151]=[C:152]([OH:169])[C:153]([OH:168])=[C:154]([O:156][C:157]([C:159]3[CH:160]=[C:161]([OH:167])[C:162]([OH:166])=[C:163]([OH:165])[CH:164]=3)=[O:158])[CH:155]=2)=[O:149])=[O:69])[CH:63]=[C:64]([OH:67])[C:65]=1[OH:66])=[O:58] |f:0.1.2,6.7.8.9|. Procedure: Aminophylline, a bronchodilator drug combination that contains the alkaloid theophylline, and ethylenediamine in 2:1 ratio, was selected as a model alkaloid for use in the preparation of the present compositions exhibiting diversion- and/or abuse-resistant properties. 100 ml of 2.4% wt. aminophylline aqueous solution was mixed with predetermined volumes of 13% wt. tannic acid aqueous solution and 20% wt. PEG aqueous solution to yield an aminophylline/tannic acid/PEG weight ratio of about 1.0:1.0... Product: NC=1C(=NC(=CC1)Br)C(=O)NOC (3-Amino-6-bromo-N-methoxypyridine-2-carboxamide). Isolated yield 59.5%. Starting materials: S(O)(O)(=O)=O (Sulfuric acid), BrBr (Bromine), NC=1C(=NC=CC1)C(=O)NOC (3-amino-N-methoxypyridine-2-carboxamide), NC=1C(=NC=CC1)C(=O)NOC (3-amino-N-methoxypyridine-2-carboxamide). Run at time 10 minute. Procedure details: A suspension of 3-amino-N-methoxypyridine-2-carboxamide (Compound 46E, 0.275 g, 1.64 mmol) in H2O (4.5 mL) was treated with a drop of Sulfuric acid and 0.6 mL of AcOH. After about 10 min of vigorous stirring, a solution of Bromine (84.7 uL, 1.64 mmol) in 0.4 mL of AcOH was cautiously added. After an additional 15-20 min of stirring the texture of the reaction mixture/suspension changed to become a more coarse orange ppt. This material was collected by filtration and dried to afford 240 mg of the... Solvent: CC(=O)O (AcOH), CC(=O)O (AcOH), O (H2O). Reaction SMILES: [NH2:1][C:2]1[C:3]([C:8]([NH:10][O:11][CH3:12])=[O:9])=[N:4][CH:5]=[CH:6][CH:7]=1.S(=O)(=O)(O)O.[Br:18]Br>O.CC(O)=O>[NH2:1][C:2]1[C:3]([C:8]([NH:10][O:11][CH3:12])=[O:9])=[N:4][C:5]([Br:18])=[CH:6][CH:7]=1.